Dataset: the Open Reaction Database (ORD), a public repository of structured organic reaction records. Task: describe an organic reaction: reactants, conditions, products, and yield Reactants: C(C)C(C(=O)O)OC1=NN(C(=C1)C(=O)O)C (ethyl (5-carboxy-1-methylpyrazol-3-yl)oxyacetic acid), CCN=C=NCCCN(C)C.Cl (EDCl), C(CC)N1C(=O)N(C(=O)C(=C1N)N)CCC (1,3-dipropyl-5,6-diaminouracil). Solvent: CO (methanol), CO (methanol). Reaction conditions: time 2 hour. Product: C(CC)N1C(=O)N(C=2N=C(NC2C1=O)C1=CC(=NN1C)OCC(=O)O)CCC (2-[5-(1,3-dipropyl-xanthin-8-yl)-1-methyl-pyrazol-3-yl)oxyacetic acid). As a reaction SMILES: C([CH:3]([O:7][C:8]1[CH:12]=[C:11]([C:13](O)=O)[N:10]([CH3:16])[N:9]=1)[C:4]([OH:6])=[O:5])C.CCN=C=NCCCN(C)C.Cl.[CH2:29]([N:32]1[C:39]([NH2:40])=[C:38]([NH2:41])[C:36](=[O:37])[N:35]([CH2:42][CH2:43][CH3:44])[C:33]1=[O:34])[CH2:30][CH3:31]>CO>[CH2:42]([N:35]1[C:36](=[O:37])[C:38]2[NH:41][C:13]([C:11]3[N:10]([CH3:16])[N:9]=[C:8]([O:7][CH2:3][C:4]([OH:6])=[O:5])[CH:12]=3)=[N:40][C:39]=2[N:32]([CH2:29][CH2:30][CH3:31])[C:33]1=[O:34])[CH2:43][CH3:44] |f:1.2|. Procedure: To a solution of ethyl (5-carboxy-1-methylpyrazol-3-yl)oxyacetic acid (0.5 mmol) and EDCl (0.5 mmol) in methanol (20 mL) was added a solution of 1,3-dipropyl-5,6-diaminouracil (0.5 mmol), dissolved in methanol (20 mL). The mixture was stirred at room temperature for two hours, the solvent was then removed in vacuo, water added, and the solid that formed was collected by filtration and washed with additional cold water. The intermediate amide was heated in 20 mL of 2.5 N NaOH at 70° C. for 30 min... Reaction SMILES: [CH2:1]([O:2][C:3](=[O:4])[N:11]1[CH:12]([c:17]2[o:18][c:19](-[c:22]3[cH:23][cH:24][cH:25][cH:26][cH:27]3)[cH:20][n:21]2)[CH2:13][CH2:14][CH2:15][CH2:16]1)[c:5]1[cH:6][cH:7][cH:8][cH:9][cH:10]1.[CH3:28][Si:29]([I:30])([CH3:31])[CH3:32].[CH3:33][OH:34].[CH:35]([Cl:36])([Cl:37])[Cl:38]>>[NH:11]1[CH:12]([c:17]2[o:18][c:19](-[c:22]3[cH:23][cH:24][cH:25][cH:26][cH:27]3)[cH:20][n:21]2)[CH2:13][CH2:14][CH2:15][CH2:16]1. Reactants: O=C(OCc1ccccc1)N1CCCCC1c1ncc(-c2ccccc2)o1, C[Si](C)(C)I, CO, ClC(Cl)Cl. The product is c1ccc(-c2cnc(C3CCCCN3)o2)cc1. The reactants are O, CCOC(=O)C(Cc1ccccc1)NC(=O)c1[nH]c2ccc(-n3cccc3)cc2c1-c1ccccc1. Product: O=C(NC(Cc1ccccc1)C(=O)O)c1[nH]c2ccc(-n3cccc3)cc2c1-c1ccccc1. Reaction SMILES: [OH2:37].[c:1]1(-[c:7]2[c:8]([C:21](=[O:22])[NH:23][CH:24]([CH2:25][c:26]3[cH:27][cH:28][cH:29][cH:30][cH:31]3)[C:32](=[O:33])[O:34][CH2:35][CH3:36])[nH:9][c:10]3[cH:11][cH:12][c:13](-[n:16]4[cH:17][cH:18][cH:19][cH:20]4)[cH:14][c:15]23)[cH:2][cH:3][cH:4][cH:5][cH:6]1>>[c:1]1(-[c:7]2[c:8]([C:21](=[O:22])[NH:23][CH:24]([CH2:25][c:26]3[cH:27][cH:28][cH:29][cH:30][cH:31]3)[C:32](=[O:33])[OH:34])[nH:9][c:10]3[cH:11][cH:12][c:13](-[n:16]4[cH:17][cH:18][cH:19][cH:20]4)[cH:14][c:15]23)[cH:2][cH:3][cH:4][cH:5][cH:6]1. Reactants: FC1=C(C=C(C=C1)C(F)(F)F)[N+](=O)[O-] (1-fluoro-2-nitro-4-trifluoromethyl-benzene), C([O-])(O)=O.[Na+] (sodium bicarbonate), N[C@@H]1CN(CCC1)C(=O)OC(C)(C)C ((S)-tert-butyl 3-aminopiperidine-1-carboxylate), C(#N)[BH3-].[Na+] (sodium cyanoborohydride), CC(=O)O (AcOH), C=O (formaldehyde), Cl (HCl). Solvent: C1CCOC1 (THF), O (water), CO (MeOH), O1CCOCC1 (dioxane). Conditions: time 12 hour. Yields the product NC1=C(C=CC(=C1)C(F)(F)F)N1C[C@H](CCC1)N(C)C ((S)-1-(2-amino-4-(trifluoromethyl)phenyl)-N,N-dimethylpiperidin-3-amine). As a reaction SMILES: N[C@H:2]1[CH2:7][CH2:6][CH2:5][N:4]([C:8](OC(C)(C)C)=O)[CH2:3]1.[C:15]([BH3-])#[N:16].[Na+].[CH3:19]C(O)=O.C=O.Cl.FC1[CH:32]=[CH:31][C:30]([C:33]([F:36])([F:35])[F:34])=[CH:29][C:28]=1[N+:37]([O-])=O.C(=O)(O)[O-].[Na+]>CO.O1CCOCC1.O.C1COCC1>[NH2:37][C:28]1[CH:29]=[C:30]([C:33]([F:34])([F:35])[F:36])[CH:31]=[CH:32][C:8]=1[N:4]1[CH2:3][CH2:2][CH2:7][C@H:6]([N:16]([CH3:15])[CH3:19])[CH2:5]1 |f:1.2,7.8|. Procedure: To a light yellow solution of (S)-tert-butyl 3-aminopiperidine-1-carboxylate (0.52 g, 2.6 mmol) in 25 ml MeOH was added sodium cyanoborohydride (0.33 g, 5.2 mmol), AcOH (0.74 ml, 13 mmol), and formaldehyde (37 wt. % solution in water, 1.0 ml). After stirring approximately 12 h, the reaction was quenched by the addition of 5 mL saturated aqueous sodium bicarbonate. The volatile organic solvents were removed in vacuo, and water and EtOAc was added. The organic layer was removed, and the aqueous la... Starting materials: CC(CCC\C(=C/C1=CC=C(C(=O)OCC)C=C1)\CN1C=NC=C1)(C)C (ethyl 4-[6,6-dimethyl-2-(1H-imidazol-1-ylmethyl)-1E-heptenyl]benzoate), [OH-].[Na+] (sodium hydroxide). The solvent is C(C)O (ethanol). Reaction conditions: time 5 hour. The product is CC(CCC\C(=C/C1=CC=C(C(=O)O)C=C1)\CN1C=NC=C1)(C)C (4-[6,6-dimethyl-2-(1H-imidazol-1-ylmethyl)-1E-heptenyl]benzoic acid). RXN SMILES: [CH3:1][C:2]([CH3:26])([CH3:25])[CH2:3][CH2:4][CH2:5]/[C:6](/[CH2:19][N:20]1[CH:24]=[CH:23][N:22]=[CH:21]1)=[CH:7]\[C:8]1[CH:18]=[CH:17][C:11]([C:12]([O:14]CC)=[O:13])=[CH:10][CH:9]=1.[OH-].[Na+]>C(O)C>[CH3:1][C:2]([CH3:26])([CH3:25])[CH2:3][CH2:4][CH2:5]/[C:6](/[CH2:19][N:20]1[CH:24]=[CH:23][N:22]=[CH:21]1)=[CH:7]\[C:8]1[CH:18]=[CH:17][C:11]([C:12]([OH:14])=[O:13])=[CH:10][CH:9]=1 |f:1.2|. Reported procedure: A solution containing ethyl 4-[6,6-dimethyl-2-(1H-imidazol-1-ylmethyl)-1-heptenyl]benzoate (prepared as in Example 14; 0.7 g, 0.0017 mol) in ethanol (10 ml ) was treated with aqueous sodium hydroxide (3.5 ml of 1M). The resulting mixture was stirred at room temperature for 5 hours after which time the solvent was evaporated off under reduced pressure and the resulting residue was dissolved in water (100 ml) and washed with ethyl acetate. The aqueous solution was acidified to pH 6.5 with hydrochl... The reactants are FC1=CC=C(C=C1)C=1N=CN2C[C@@]3([C@H](CCCC3=CC21)C=O)C ((5aR,6S)-1-(4-fluorophenyl)-5a-methyl-5,5a,6,7,8,9-hexahydroimidazo[1,5-b]isoquinoline-6-carbaldehyde), [Cl-].[NH4+] (ammonium chloride), C(CCC)[Sn](C1=NC=CC=N1)(CCCC)CCCC (2-(tributylstannyl)pyrimidine), C(CCC)[Li] (butyllithium), [Br-].[Mg+2].[Br-] (magnesium bromide). Run in C1CCOC1 (THF). Reaction conditions: temperature -78 celsius, time 30 minute. The product is FC1=CC=C(C=C1)C=1N=CN2C[C@@]3([C@H](CCCC3=CC21)C(O)C2=NC=CC=N2)C (((5aR,6S)-1-(4-fluorophenyl)-5a-methyl-5,5a,6,7,8,9-hexahydroimidazo[1,5-b]isoquinolin-6-yl)(pyrimidin-2-yl)methanol). Reaction SMILES: C([Sn](CCCC)(CCCC)[C:6]1[N:11]=[CH:10][CH:9]=[CH:8][N:7]=1)CCC.C([Li])CCC.[Br-].[Mg+2].[Br-].[F:28][C:29]1[CH:34]=[CH:33][C:32]([C:35]2[N:36]=[CH:37][N:38]3[C:47]=2[CH:46]=[C:45]2[C@@:40]([CH3:50])([C@@H:41]([CH:48]=[O:49])[CH2:42][CH2:43][CH2:44]2)[CH2:39]3)=[CH:31][CH:30]=1.[Cl-].[NH4+]>C1COCC1>[F:28][C:29]1[CH:34]=[CH:33][C:32]([C:35]2[N:36]=[CH:37][N:38]3[C:47]=2[CH:46]=[C:45]2[C@@:40]([CH3:50])([C@@H:41]([CH:48]([C:6]4[N:7]=[CH:8][CH:9]=[CH:10][N:11]=4)[OH:49])[CH2:42][CH2:43][CH2:44]2)[CH2:39]3)=[CH:31][CH:30]=1 |f:2.3.4,6.7|. Reported procedure: To a stirred solution of 2-(tributylstannyl)pyrimidine (185 mg, 0.5 mmol) in anhydrous THF (1 mL) was added butyllithium solution (1.6 M in hexanes, 0.31 mL, 0.5 mmol) dropwise at −78° C. under nitrogen. The mixture was stirred at −78° C. for 2 hr before magnesium bromide (90 mg, 0.5 mmol) was added. After the reaction mixture was stirred at −78° C. for additional 30 min, (5aR,6S)-1-(4-fluorophenyl)-5a-methyl-5,5a,6,7,8,9-hexahydroimidazo[1,5-b]isoquinoline-6-carbaldehyde (Example 1g, 20 mg, 0.0... Starting materials: COC=1C=C(CC2N(CCC3=CC(=C(C=C23)OC)O)CC(=O)NCC2=CC=CC=C2)C=CC1OC (2-[1-(3,4-dimethoxy-benzyl)-6-hydroxy-7-methoxy-3,4-dihydro-1H-isoquinolin-2-yl]-N-benzyl-acetamide), BrCC(=O)OCC (ethyl bromoacetate). Product: C(C)OC(COC=1C=C2CCN(C(C2=CC1OC)CC1=CC(=C(C=C1)OC)OC)CC(NCC1=CC=CC=C1)=O)=O ([2-(Benzylcarbamoyl-methyl)-1-(3,4-dimethoxy-benzyl)-7-methoxy-1,2,3,4-tetrahydro-isoquinolin-6-yloxy]-acetic acid ethyl ester). RXN SMILES: [CH3:1][O:2][C:3]1[CH:4]=[C:5]([CH:31]=[CH:32][C:33]=1[O:34][CH3:35])[CH2:6][CH:7]1[C:16]2[C:11](=[CH:12][C:13]([OH:19])=[C:14]([O:17][CH3:18])[CH:15]=2)[CH2:10][CH2:9][N:8]1[CH2:20][C:21]([NH:23][CH2:24][C:25]1[CH:30]=[CH:29][CH:28]=[CH:27][CH:26]=1)=[O:22].Br[CH2:37][C:38]([O:40][CH2:41][CH3:42])=[O:39]>>[CH2:41]([O:40][C:38](=[O:39])[CH2:37][O:19][C:13]1[CH:12]=[C:11]2[C:16](=[CH:15][C:14]=1[O:17][CH3:18])[CH:7]([CH2:6][C:5]1[CH:31]=[CH:32][C:33]([O:34][CH3:35])=[C:3]([O:2][CH3:1])[CH:4]=1)[N:8]([CH2:20][C:21](=[O:22])[NH:23][CH2:24][C:25]1[CH:30]=[CH:29][CH:28]=[CH:27][CH:26]=1)[CH2:9][CH2:10]2)[CH3:42]. Procedure: prepared by reaction of 2-[1-(3,4-dimethoxy-benzyl)-6-hydroxy-7-methoxy-3,4-dihydro-1H-isoquinolin-2-yl]-N-benzyl-acetamide with ethyl bromoacetate Reactants: C1(=CC=CC=C1)C=1NC(NC1)=O (4-Phenyl-2,3-dihydro-1H-2-imidazolone), O (water), [H-].[Na+] (sodium hydride), FC(C(=O)N1CCC2=CC(=CC=C12)S(=O)(=O)Cl)(F)F (N-trifluoroacetyl-indoline-5-sulfonylchloride). Solvent: CN(C=O)C (dimethylformamide). Reaction conditions: temperature 0 celsius. The product is C1(=CC=CC=C1)C=1NC(N(C1)S(=O)(=O)C=1C=C2CCN(C2=CC1)C(C(F)(F)F)=O)=O (4-phenyl-1-(N-trifluoroacetylindoline-5-sulfonyl)-2-imidazolone). Yield: 70.0%. As a reaction SMILES: [C:1]1([C:7]2[NH:8][C:9](=[O:12])[NH:10][CH:11]=2)[CH:6]=[CH:5][CH:4]=[CH:3][CH:2]=1.[H-].[Na+].[F:15][C:16]([F:33])([F:32])[C:17]([N:19]1[C:27]2[C:22](=[CH:23][C:24]([S:28](Cl)(=[O:30])=[O:29])=[CH:25][CH:26]=2)[CH2:21][CH2:20]1)=[O:18].O>CN(C)C=O>[C:1]1([C:7]2[NH:8][C:9](=[O:12])[N:10]([S:28]([C:24]3[CH:23]=[C:22]4[C:27](=[CH:26][CH:25]=3)[N:19]([C:17](=[O:18])[C:16]([F:33])([F:15])[F:32])[CH2:20][CH2:21]4)(=[O:29])=[O:30])[CH:11]=2)[CH:2]=[CH:3][CH:4]=[CH:5][CH:6]=1 |f:1.2|. Procedure: 4-Phenyl-2,3-dihydro-1H-2-imidazolone (4 g, 24.84 mmol) prepared in Preparation 1 was suspended in 30 ml of dimethylformamide and cooled down to 0 ° C. After sodium hydride (60% oily, 1.09 g, 27.3 mmol) was added thereto, the resulting mixture was stirred for a few minutes at 0° C. until it became a clear solution. To the reaction mixture was added portionwise at 0° C. the N-trifluoroacetyl-indoline-5-sulfonylchloride (8.56 g, 27.32 mmol) prepared in Preparation 2. The reaction mixture was stirr...